From a dataset of the Open Reaction Database (ORD), a public repository of structured organic reaction records. describe an organic reaction: reactants, conditions, products, and yield Starting materials: OC1=CC(=NC=2C(=C3N(C=CN=C3)C21)C2=C(C=C(C=C2C)C)C)C (4-Hydroxy-2-methyl-10-(2,4,6-trimethylphenyl)pyrido-[2′,3′:4,5]pyrrolo[1,2-a]pyrazine), P(=O)(Cl)(Cl)Cl (phosphorus oxychloride). Product: ClC1=CC(=NC=2C(=C3N(C=CN=C3)C21)C2=C(C=C(C=C2C)C)C)C (4-Chloro-2-methyl-10-(2,4,6-trimethylphenyl)pyrido[2′,3′:4,5]-pyrrolo[1,2-a]pyrazine). As a reaction SMILES: O[C:2]1[C:14]2[N:9]3[CH:10]=[CH:11][N:12]=[CH:13][C:8]3=[C:7]([C:15]3[C:20]([CH3:21])=[CH:19][C:18]([CH3:22])=[CH:17][C:16]=3[CH3:23])[C:6]=2[N:5]=[C:4]([CH3:24])[CH:3]=1.P(Cl)(Cl)([Cl:27])=O>>[Cl:27][C:2]1[C:14]2[N:9]3[CH:10]=[CH:11][N:12]=[CH:13][C:8]3=[C:7]([C:15]3[C:20]([CH3:21])=[CH:19][C:18]([CH3:22])=[CH:17][C:16]=3[CH3:23])[C:6]=2[N:5]=[C:4]([CH3:24])[CH:3]=1. Reported procedure: A solution of 4-Hydroxy-2-methyl-10-(2,4,6-trimethylphenyl)pyrido-[2′,3′:4,5]pyrrolo[1,2-a]pyrazine (220 mg) in phosphorus oxychloride (2 mL) is heated to 100° C. for 1 hour. The resulting dark tan solution is concentrated in vacuo, diluted with water, and neutralized by adding saturated sodium bicarbonate solution. The neutralized solution is extracted 3 times with dichloromethane and the combined extracts are dried (Na2SO4), filtered, concentrated, and chromatographed on silica gel (10 to 20% ... The reactants are C1=C(C=CC2=CC=CC=C12)SCCOC=1C=C2CCC(NC2=CC1)=O (6-[2-(2-naphthyl-mercapto)-ethoxy]-3,4-dihydro-carbostyril), OO (hydrogen peroxide). Yields the product C1=C(C=CC2=CC=CC=C12)S(=O)CCOC=1C=C2CCC(NC2=CC1)=O (6-[2-(2-Naphthylsulfinyl)-ethoxy]-3,4-dihydro-carbostyril). As a reaction SMILES: [CH:1]1[C:10]2[C:5](=[CH:6][CH:7]=[CH:8][CH:9]=2)[CH:4]=[CH:3][C:2]=1[S:11][CH2:12][CH2:13][O:14][C:15]1[CH:16]=[C:17]2[C:22](=[CH:23][CH:24]=1)[NH:21][C:20](=[O:25])[CH2:19][CH2:18]2.[OH:26]O>>[CH:1]1[C:10]2[C:5](=[CH:6][CH:7]=[CH:8][CH:9]=2)[CH:4]=[CH:3][C:2]=1[S:11]([CH2:12][CH2:13][O:14][C:15]1[CH:16]=[C:17]2[C:22](=[CH:23][CH:24]=1)[NH:21][C:20](=[O:25])[CH2:19][CH2:18]2)=[O:26]. Procedure details: Prepared analogous to Example 2 from 6-[2-(2-naphthyl-mercapto)-ethoxy]-3,4-dihydro-carbostyril and hydrogen peroxide. The reactants are CS(=O)(=O)Cl (Methanesulfonyl chloride), C(C)(C)N(C(C)C)CC (N,N-diisopropylethylamine), NC1=C(C=CC=C1)SC=1C2=C(SC1C(=O)OCC)C=C(C=C2)OCC=2C=NC=CC2 (ethyl 3-[(2-aminophenyl)sulfanyl]-6-(3-pyridylmethoxy)benzo[b]thiophene-2-carboxylate), NC1=C(C=CC=C1)SC=1C2=C(SC1C(=O)OCC)C=C(C=C2)OCC=2C=NC=CC2 (ethyl 3-[(2-aminophenyl)sulfanyl]-6-(3-pyridylmethoxy)benzo[b]thiophene-2-carboxylate). The solvent is ClCCl (dichloromethane), ClCCl (dichloromethane). Run at time 20 hour. Product: CS(=O)(=O)N(S(=O)(=O)C)C1=C(C=CC=C1)SC=1C2=C(SC1C(=O)OCC)C=C(C=C2)OCC=2C=NC=CC2 (Ethyl 3-[2-(N,N-dimethylsulfonylamino)phenyl]sulfanyl-6-(3-pyridylmethoxy)benzo[b]thiophene-2-carboxylate). Yield: 78.3%. As a reaction SMILES: [CH3:1][S:2](Cl)(=[O:4])=[O:3].[NH2:6][C:7]1[CH:12]=[CH:11][CH:10]=[CH:9][C:8]=1[S:13][C:14]1[C:15]2[CH:27]=[CH:26][C:25]([O:28][CH2:29][C:30]3[CH:31]=[N:32][CH:33]=[CH:34][CH:35]=3)=[CH:24][C:16]=2[S:17][C:18]=1[C:19]([O:21][CH2:22][CH3:23])=[O:20].C(N(CC)C(C)C)(C)C>ClCCl>[CH3:1][S:2]([N:6]([C:7]1[CH:12]=[CH:11][CH:10]=[CH:9][C:8]=1[S:13][C:14]1[C:15]2[CH:27]=[CH:26][C:25]([O:28][CH2:29][C:30]3[CH:31]=[N:32][CH:33]=[CH:34][CH:35]=3)=[CH:24][C:16]=2[S:17][C:18]=1[C:19]([O:21][CH2:22][CH3:23])=[O:20])[S:2]([CH3:1])(=[O:4])=[O:3])(=[O:4])=[O:3]. Procedure details: Methanesulfonyl chloride (0.86 ml, 1.1 mmol) was added to a stirred solution of ethyl 3-[(2-aminophenyl)sulfanyl]-6-(3-pyridylmethoxy)benzo[b]thiophene-2-carboxylate (Example 12 220 mg, 0.5 mmol) and N,N-diisopropylethylamine (0.2 ml, 1.1 mmol) in dichloromethane (3 ml). The mixture was left at ambient temperature for 20 hours and then diluted with dichloromethane and washed with water. The organics were dried (magnesium sulfate), and evaporated under reduced pressure. The residue was flash chro... Starting materials: COC(C(CC1CCCC1)C1=CC(=C(C=C1)C(F)(F)F)F)=O (3-Cyclopentyl-2-(3-fluoro-4-trifluoromethyl-phenyl)-propionic acid methyl ester), CNC(=O)N (methyl urea), C[O-].[Mg+2].C[O-] (magnesium methoxide), CO (methanol), [Cl-].[Na+] (sodium chloride), hexanes ethyl acetate. Run at temperature 25 celsius. The product is C1(CCCC1)CC(C(=O)NC(=O)NC)C1=CC(=C(C=C1)C(F)(F)F)F (1-[3-cyclopentyl-2-(3-fluoro-4-trifluoromethyl-phenyl)-propionyl]-3-methyl-urea). The yield is 37.9%. Reaction SMILES: CO[C:3](=[O:22])[CH:4]([C:11]1[CH:16]=[CH:15][C:14]([C:17]([F:20])([F:19])[F:18])=[C:13]([F:21])[CH:12]=1)[CH2:5][CH:6]1[CH2:10][CH2:9][CH2:8][CH2:7]1.[CH3:23][NH:24][C:25]([NH2:27])=[O:26].C[O-].[Mg+2].C[O-].CO.[Cl-].[Na+]>>[CH:6]1([CH2:5][CH:4]([C:11]2[CH:16]=[CH:15][C:14]([C:17]([F:20])([F:18])[F:19])=[C:13]([F:21])[CH:12]=2)[C:3]([NH:27][C:25]([NH:24][CH3:23])=[O:26])=[O:22])[CH2:10][CH2:9][CH2:8][CH2:7]1 |f:2.3.4,6.7|. Procedure: 3-Cyclopentyl-2-(3-fluoro-4-trifluoromethyl-phenyl)-propionic acid methyl ester (750 mg, 2.36 mmol) and methyl urea (437 mg, 5.90 mmol) were treated with a solution of magnesium methoxide in methanol (7.4 wt %, 14.5 mL, 7.08 mmol). The reaction mixture was then concentrated in vacuo to approximately one-half the volume of methanol. The resulting reaction mixture was then heated under reflux for 15 h. The reaction mixture was allowed to cool to 25° C. and then partitioned between water (75 mL) an... Reactants: NC=1C=C(C(=O)C2=CC=C3CC(NC3=C2)=O)C=CC1 (6-(3-Amino-benzoyl)-1,3-dihydro-indol-2-one), acid chloride, CC1=C(SC=C1)C(=O)O (3-Methyl-thiophene-2-carboxylic acid), S(=O)(Cl)Cl (thionyl chloride). The solvent is C1CCOC1 (THF). Conditions: temperature 79 celsius, time 3 hour. The product is O=C1NC2=CC(=CC=C2C1)C(=O)C=1C=C(C=CC1)NC(=O)C=1SC=CC1C (3-Methyl-thiophene-2-carboxylic acid [3-(2-oxo-2,3-dihydro-1H-indole-6-carbonyl)-phenyl]-amide). Isolated yield 71.1%. RXN SMILES: [CH3:1][C:2]1[CH:6]=[CH:5][S:4][C:3]=1[C:7]([OH:9])=O.S(Cl)(Cl)=O.[NH2:14][C:15]1[CH:16]=[C:17]([CH:30]=[CH:31][CH:32]=1)[C:18]([C:20]1[CH:28]=[C:27]2[C:23]([CH2:24][C:25](=[O:29])[NH:26]2)=[CH:22][CH:21]=1)=[O:19]>C1COCC1>[O:29]=[C:25]1[CH2:24][C:23]2[C:27](=[CH:28][C:20]([C:18]([C:17]3[CH:16]=[C:15]([NH:14][C:7]([C:3]4[S:4][CH:5]=[CH:6][C:2]=4[CH3:1])=[O:9])[CH:32]=[CH:31][CH:30]=3)=[O:19])=[CH:21][CH:22]=2)[NH:26]1. Reported procedure: A dry flask was charged with 3-Methyl-thiophene-2-carboxylic acid (0.500 g, 3.520 mmol) and thionyl chloride (10 mL) and allowed to stir at 79° C. for 3 h. The thionyl chloride was then removed by concentration in vacuo. The crude acid chloride was cooled to room temperature, and then dissolved in THF (35 mL). 6-(3-Amino-benzoyl)-1,3-dihydro-indol-2-one (as prepared in Example 40, 0.888 g, 3.517 mmol) was added to the THF solution of the acid chloride, and the mixture was allowed to reflux overn... Reaction SMILES: [ClH:26].[F:1][c:2]1[cH:3][c:4](-[c:8]2[n:9](-[c:18]3[cH:19][n:20][c:21]([O:24][CH3:25])[cH:22][cH:23]3)[c:10]3[c:11]([c:12]([NH2:16])[n:13][cH:14][cH:15]3)[n:17]2)[cH:5][cH:6][cH:7]1>>[F:1][c:2]1[cH:3][c:4](-[c:8]2[n:9](-[c:18]3[cH:19][nH:20][c:21](=[O:24])[cH:22][cH:23]3)[c:10]3[c:11]([c:12]([NH2:16])[n:13][cH:14][cH:15]3)[n:17]2)[cH:5][cH:6][cH:7]1. Product: Nc1nccc2c1nc(-c1cccc(F)c1)n2-c1ccc(=O)[nH]c1. Starting materials: Cl, COc1ccc(-n2c(-c3cccc(F)c3)nc3c(N)nccc32)cn1.